The task is: describe an organic reaction: reactants, conditions, products, and yield. This data is from the Open Reaction Database (ORD), a public repository of structured organic reaction records. Conditions: temperature 150 celsius. The reagents and catalysts are Cl[Pd]([P](C1=CC=CC=C1)(C2=CC=CC=C2)C3=CC=CC=C3)([P](C4=CC=CC=C4)(C5=CC=CC=C5)C6=CC=CC=C6)Cl (dichlorobis(triphenyl-phosphine)palladium (II)). The solvent is O (water), O (water). Reactants: BrC1=C(SC2=C(N=CC=C21)NC2=CC(=CC(=C2)C(F)(F)F)OC)C (3-Bromo-N-(3-methoxy-5-(trifluoromethyl)phenyl)-2-methylthieno[2,3-c]pyridin-7-amine), CN(C)C=O (DMF), CNC1=NC2=CC=C(C=C2C=N1)B1OC(C(O1)(C)C)(C)C (N-methyl-6-(4,4,5,5-tetramethyl-1,3,2-dioxaborolan-2-yl)quinazolin-2-amine), C([O-])([O-])=O.[Na+].[Na+] (sodium carbonate). Procedure details: 3-Bromo-N-(3-methoxy-5-(trifluoromethyl)phenyl)-2-methylthieno[2,3-c]pyridin-7-amine (0.230 g, 0.551 mmol), N-methyl-6-(4,4,5,5-tetramethyl-1,3,2-dioxaborolan-2-yl)quinazolin-2-amine (0.189 g, 0.661 mmol), dichlorobis(triphenyl-phosphine)palladium (II) (0.0193 g, 0.0276 mmol), sodium carbonate (0.117 g, 1.10 mmol) were all placed in a clear microwave vial along with 5 ml of 9:1 DMF:water. The vial was capped and heated in a Personal Chemistry SmithSynthesizer to 150° C. for 10 minutes. The react... Reaction SMILES: Br[C:2]1[C:10]2[C:5](=[C:6]([NH:11][C:12]3[CH:17]=[C:16]([C:18]([F:21])([F:20])[F:19])[CH:15]=[C:14](OC)[CH:13]=3)[N:7]=[CH:8][CH:9]=2)[S:4][C:3]=1[CH3:24].[CH3:25][NH:26][C:27]1[N:36]=[CH:35][C:34]2[C:29](=[CH:30][CH:31]=[C:32](B3OC(C)(C)C(C)(C)O3)[CH:33]=2)[N:28]=1.[C:46](=O)([O-])[O-:47].[Na+].[Na+].CN(C=O)C>O.Cl[Pd](Cl)([P](C1C=CC=CC=1)(C1C=CC=CC=1)C1C=CC=CC=1)[P](C1C=CC=CC=1)(C1C=CC=CC=1)C1C=CC=CC=1>[CH3:46][O:47][C:15]1[CH:14]=[CH:13][C:12]([NH:11][C:6]2[N:7]=[CH:8][CH:9]=[C:10]3[C:2]([C:32]4[CH:33]=[C:34]5[C:29](=[CH:30][CH:31]=4)[N:28]=[C:27]([NH:26][CH3:25])[N:36]=[CH:35]5)=[C:3]([CH3:24])[S:4][C:5]=23)=[CH:17][C:16]=1[C:18]([F:20])([F:21])[F:19] |f:2.3.4,^1:60,79|. Product: COC1=C(C=C(C=C1)NC=1N=CC=C2C1SC(=C2C=2C=C1C=NC(=NC1=CC2)NC)C)C(F)(F)F (6-(7-(4-methoxy-3-(trifluoromethyl)phenylamino)-2-methylthieno[2,3-c]pyridin-3-yl)-N-methylquinazolin-2-amine). Reactants: BrC=1C=CC(=C(C=O)C1)OCC1OC1 (5-bromo-2-(oxiran-2-ylmethoxy)benzaldehyde), C1=CC(=CC(=C1)Cl)C(=O)OO (m-CPBA), C([O-])(O)=O.[Na+] (sodium bicarbonate). The solvent is C(Cl)Cl (DCM), C(Cl)Cl (DCM). Product: C(=O)OC1=C(C=CC(=C1)Br)OCC1OC1 (5-BROMO-2-(OXIRAN-2-YLMETHOXY)PHENYL FORMATE). As a reaction SMILES: [Br:1][C:2]1[CH:3]=[CH:4][C:5]([O:10][CH2:11][CH:12]2[CH2:14][O:13]2)=[C:6]([CH:9]=1)C=O.C1C=C(Cl)C=C([C:22]([O:24]O)=[O:23])C=1.C(=O)(O)[O-].[Na+]>C(Cl)Cl>[CH:22]([O:24][C:6]1[CH:9]=[C:2]([Br:1])[CH:3]=[CH:4][C:5]=1[O:10][CH2:11][CH:12]1[CH2:14][O:13]1)=[O:23] |f:2.3|. Procedure: To a solution of 5-bromo-2-(oxiran-2-ylmethoxy)benzaldehyde (12.3 g, 47.7 mmol) in DCM (50 ml) was added m-CPBA (12.8 g, 57.2 mmol). The solution was heated at reflux for 3 h and 30 min and then brought to ambient temperature. Aqueous sodium bicarbonate (saturated) and DCM was added and the phases were separated. The organic phase was washed with brine, dried (Na2SO4), filtered and evaporated to dryness to give the crude title compound. Crude yield: 12.3 g. MS m/z (rel. intensity, 70 eV) 272 (M+... Reactants: NC1=NC=C(C(=O)N)C=C1 (6-Amino nicotinamide), C(C)(=O)OC(C)=O (acetic anhydride). The solvent is CS(=O)C (dimethylsulfoxide). Reaction conditions: time 16 hour. The product is C(C)(=O)NC1=NC=C(C(=O)N)C=C1 (6-Acetylamino nicotinamide). As a reaction SMILES: [NH2:1][C:2]1[CH:10]=[CH:9][C:5]([C:6]([NH2:8])=[O:7])=[CH:4][N:3]=1.[C:11](OC(=O)C)(=[O:13])[CH3:12]>CS(C)=O>[C:11]([NH:1][C:2]1[CH:10]=[CH:9][C:5]([C:6]([NH2:8])=[O:7])=[CH:4][N:3]=1)(=[O:13])[CH3:12]. Reported procedure: 6-Amino nicotinamide 13.7 g (0.1 mole) is dissolved in 100 ml of dimethylsulfoxide and acetic anhydride 14.2 ml (0.15 mole) is added to the above solution. The mixture is stirred at room temperature for 16 hours. White crystals which are formed during the reaction are isolated by filtration and are purified by washing with 0.2 N HCl and ethanol. 6-Acetylamino nicotinamide 9.5 g thus synthesized is practically pure as shown by infrared spectroscopy and thin-layer chromatography. The reactants are O=C(Cl)CCCCCBr, COc1ccccc1N1CCNCC1, ClCCl, c1ccncc1. The product is COc1ccccc1N1CCN(C(=O)CCCCCBr)CC1. As a reaction SMILES: [Br:21][CH2:22][CH2:23][CH2:24][CH2:25][CH2:26][C:27](=[O:28])[Cl:29].[CH3:1][O:2][c:3]1[c:4]([N:9]2[CH2:10][CH2:11][NH:12][CH2:13][CH2:14]2)[cH:5][cH:6][cH:7][cH:8]1.[Cl:30][CH2:31][Cl:32].[cH:15]1[cH:16][cH:17][n:18][cH:19][cH:20]1>>[CH3:1][O:2][c:3]1[c:4]([N:9]2[CH2:10][CH2:11][N:12]([C:27]([CH2:26][CH2:25][CH2:24][CH2:23][CH2:22][Br:21])=[O:28])[CH2:13][CH2:14]2)[cH:5][cH:6][cH:7][cH:8]1. The reactants are O=C(c1ccc(O)cc1)c1cccc(F)c1, [I-], I, [K+]. Yields the product O=C(c1cccc(F)c1)c1ccc(O)c(I)c1. Reaction SMILES: [F:1][c:2]1[cH:3][c:4]([C:8](=[O:9])[c:10]2[cH:11][cH:12][c:13]([OH:16])[cH:14][cH:15]2)[cH:5][cH:6][cH:7]1.[I-:18].[I:19].[K+:17]>>[F:1][c:2]1[cH:3][c:4]([C:8](=[O:9])[c:10]2[cH:11][cH:12][c:13]([OH:16])[c:14]([I:18])[cH:15]2)[cH:5][cH:6][cH:7]1. Starting materials: [OH-].[K+] (potassium hydroxide), C(C)(C)(C)N (tert-butylamine), C(C(C)C)Br (isobutyl bromide), C(CCCCC#N)#N (adiponitrile). The reagents and catalysts are [I-].C(CCC)[N+](CCCC)(CCCC)CCCC (tetrabutylammonium iodide). Reaction conditions: time 12 hour. Product: C(C)(C)(C)NCC(C)C (tert-Butylisobutylamine). As a reaction SMILES: [C:1]([NH2:5])([CH3:4])([CH3:3])[CH3:2].[CH2:6](Br)[CH:7]([CH3:9])[CH3:8].C(#N)CCCCC#N.[OH-].[K+]>[I-].C([N+](CCCC)(CCCC)CCCC)CCC>[C:1]([NH:5][CH2:6][CH:7]([CH3:9])[CH3:8])([CH3:4])([CH3:3])[CH3:2] |f:3.4,5.6|. Procedure: A mixture of tert-butylamine (10.97 g, 0.15 mol), isobutyl bromide (13.70 g, 0.1 mol), adiponitrile (10.81 g, 0.1 mol) and tetrabutylammonium iodide (1.85 g, 5 mmol) was refluxed with stirring for 12 hours. Aqueous 5 M potassium hydroxide (30 ml, 0.15 mmol) was added and the mixture was extracted with n-pentane (2×50 ml). Three layers were formed. Adiponitrile (the middle layer) was recovered. The pentane solution was dried over anhydrous magnesium sulfate and the product was isolated by distill... The reactants are ClC1=CC=C(CC2CCN(CC2)CCC#C)C=C1 (4-(4-chlorobenzyl)-1-(but-3-yn-1-yl)piperidine), FC1=C(N)C=CC(=C1)I (2-fluoro-4-iodoaniline). Reagents/catalysts: C=1C=CC(=CC1)[P](C=2C=CC=CC2)(C=3C=CC=CC3)[Pd]([P](C=4C=CC=CC4)(C=5C=CC=CC5)C=6C=CC=CC6)([P](C=7C=CC=CC7)(C=8C=CC=CC8)C=9C=CC=CC9)[P](C=1C=CC=CC1)(C=1C=CC=CC1)C=1C=CC=CC1 (Pd(PPh3)4). The solvent is C(CCC)N (butylamine). The product is NC1=C(C=C(C=C1)C#CCCN1CCC(CC1)CC1=CC=C(C=C1)Cl)F (1-(4-(4-Amino-3-fluorophenyl)-3-butynyl)-4-(4-chlorobenzyl)piperidine). Isolated yield 17.6%. RXN SMILES: [Cl:1][C:2]1[CH:18]=[CH:17][C:5]([CH2:6][CH:7]2[CH2:12][CH2:11][N:10]([CH2:13][CH2:14][C:15]#[CH:16])[CH2:9][CH2:8]2)=[CH:4][CH:3]=1.[F:19][C:20]1[CH:26]=[C:25](I)[CH:24]=[CH:23][C:21]=1[NH2:22]>C(N)CCC.C1C=CC([P]([Pd]([P](C2C=CC=CC=2)(C2C=CC=CC=2)C2C=CC=CC=2)([P](C2C=CC=CC=2)(C2C=CC=CC=2)C2C=CC=CC=2)[P](C2C=CC=CC=2)(C2C=CC=CC=2)C2C=CC=CC=2)(C2C=CC=CC=2)C2C=CC=CC=2)=CC=1>[NH2:22][C:21]1[CH:23]=[CH:24][C:25]([C:16]#[C:15][CH2:14][CH2:13][N:10]2[CH2:9][CH2:8][CH:7]([CH2:6][C:5]3[CH:4]=[CH:3][C:2]([Cl:1])=[CH:18][CH:17]=3)[CH2:12][CH2:11]2)=[CH:26][C:20]=1[F:19] |^1:36,38,57,76|. Procedure details: To a solution of 4-(4-chlorobenzyl)-1-(but-3-yn-1-yl)piperidine (400 mg, 1.53 mmol) and 2-fluoro-4-iodoaniline (436 mg, 1.84 mmol) in 10 mL of butylamine is added 70 mg of Pd(PPh3)4. The resulting solution is allowed to reflux for 24 hr. The solvent is evaporated in vacuo and the residue is purified by flash chromatography giving the title product as a brown oil (100 mg, 18%): 1H NMR (CDCl3) 1.25 (m, 2 H), 1.46 (m, 1 H), 1.58 (m, 2 H), 1.97 (m, 2 H), 2.56 (m, 6 H), 2.88 (m, 2 H), 3.83 (bs, 2 H),...